Task: describe an organic reaction: reactants, conditions, products, and yield. Dataset: the Open Reaction Database (ORD), a public repository of structured organic reaction records The reactants are CC(C(NC=1C=NC(=CC1)OC1=CC=CC2=C1C1(CC1)CO2)=O)(C)NC(OC(C)(C)C)=O (1,1-dimethylethyl (1,1-dimethyl-2-oxo-2-{[6-(spiro[1-benzofuran-3,1′-cyclopropan]-4-yloxy)-3-pyridinyl]amino}ethyl)carbamate), CC(C(NC=1C=NC(=CC1)OC1=CC=CC2=C1C1(CC1)CO2)=O)(C)NC(OC(C)(C)C)=O (1,1-dimethylethyl (1,1-dimethyl-2-oxo-2-{[6-(spiro[1-benzofuran-3,1′-cyclopropan]-4-yloxy)-3-pyridinyl]amino}ethyl)carbamate), ClC(Cl)(OC(OC(Cl)(Cl)Cl)=O)Cl (triphosgene). Run in ClCCl (dichloromethane), ClCCl (dichloromethane). Reaction conditions: temperature 0 celsius, time 1 hour. Product: CC1(C(N(C(N1)=O)C=1C=NC(=CC1)OC1=CC=CC2=C1C1(CC1)CO2)=O)C (5,5-dimethyl-3-[6-(spiro[1-benzofuran-3,1′-cyclopropan]-4-yloxy)-3-pyridinyl]-2,4-imidazolidinedione). Yield: 81.4%. As a reaction SMILES: [CH3:1][C:2]([NH:25][C:26](=O)[O:27]C(C)(C)C)([CH3:24])[C:3](=[O:23])[NH:4][C:5]1[CH:6]=[N:7][C:8]([O:11][C:12]2[C:17]3[C:18]4([CH2:21][O:22][C:16]=3[CH:15]=[CH:14][CH:13]=2)[CH2:20][CH2:19]4)=[CH:9][CH:10]=1.ClC(Cl)(OC(=O)OC(Cl)(Cl)Cl)Cl>ClCCl>[CH3:24][C:2]1([CH3:1])[NH:25][C:26](=[O:27])[N:4]([C:5]2[CH:6]=[N:7][C:8]([O:11][C:12]3[C:17]4[C:18]5([CH2:21][O:22][C:16]=4[CH:15]=[CH:14][CH:13]=3)[CH2:19][CH2:20]5)=[CH:9][CH:10]=2)[C:3]1=[O:23]. Procedure details: To a solution of 2-methyl-N1-[6-(spiro[1-benzofuran-3,1′-cyclopropan]-4-yloxy)-3-pyridinyl]alaninamide (Reference Intermediate 219, 34 mg) in dry dichloromethane (6 mL) TEA (0.070 mL, 0.501 mmol) was added and the mixture was cooled to 0° C. A solution of triphosgene (13.38 mg, 0.045 mmol) in dry dichloromethane (2 mL) was slowly added and the reaction mixture was stirred for 1 hour at the same temperature. The reaction was quenched with water (3 ml) and two phases were separated. The organic la... Starting materials: O=C(c1cnc(Br)s1)c1c[nH]c2ncccc12, CCN(C(C)C)C(C)C, NCc1ccc(Cl)cc1, C1CCOC1, O. Yields the product O=C(c1cnc(NCc2ccc(Cl)cc2)s1)c1c[nH]c2ncccc12. As a reaction SMILES: [Br:1][c:2]1[s:3][c:4]([C:7](=[O:8])[c:9]2[cH:10][nH:11][c:12]3[n:13][cH:14][cH:15][cH:16][c:17]23)[cH:5][n:6]1.[CH:27]([N:28]([CH2:29][CH3:30])[CH:31]([CH3:32])[CH3:33])([CH3:34])[CH3:35].[Cl:18][c:19]1[cH:20][cH:21][c:22]([CH2:23][NH2:24])[cH:25][cH:26]1.[O:37]1[CH2:38][CH2:39][CH2:40][CH2:41]1.[OH2:36]>>[c:2]1([NH:24][CH2:23][c:22]2[cH:21][cH:20][c:19]([Cl:18])[cH:26][cH:25]2)[s:3][c:4]([C:7](=[O:8])[c:9]2[cH:10][nH:11][c:12]3[n:13][cH:14][cH:15][cH:16][c:17]23)[cH:5][n:6]1. RXN SMILES: [CH2:1]([O:8][CH2:9][CH2:10][N:11]1[CH2:16][CH2:15][N:14]([C:17]2[CH:26]=[CH:25][C:20]([C:21]([O:23][CH3:24])=[O:22])=[CH:19][C:18]=2Br)[CH2:13][CH2:12]1)[C:2]1[CH:7]=[CH:6][CH:5]=[CH:4][CH:3]=1.O.[CH:29](/B(O)O)=[CH:30]/[CH3:31].C(=O)([O-])[O-].[Na+].[Na+]>CN(C)C=O>[CH2:1]([O:8][CH2:9][CH2:10][N:11]1[CH2:16][CH2:15][N:14]([C:17]2[CH:26]=[CH:25][C:20]([C:21]([O:23][CH3:24])=[O:22])=[CH:19][C:18]=2/[CH:29]=[CH:30]\[CH3:31])[CH2:13][CH2:12]1)[C:2]1[CH:7]=[CH:6][CH:5]=[CH:4][CH:3]=1 |f:3.4.5|. Starting materials: tetrakistriphenylphosphine palladium, C(C1=CC=CC=C1)OCCN1CCN(CC1)C1=C(C=C(C(=O)OC)C=C1)Br (Methyl 4-{4-[2-(benzyloxy)ethyl]piperazin-1-yl}-3-bromobenzoate), O (water), C(=C/C)/B(O)O ((Z)-propenylboronic acid), C([O-])([O-])=O.[Na+].[Na+] (sodium carbonate). Run at temperature 80 celsius, time 1 hour. The product is C(C1=CC=CC=C1)OCCN1CCN(CC1)C1=C(C=C(C(=O)OC)C=C1)\C=C/C (methyl(Z)-4-{4-[2-(benzyloxy)ethyl]piperazin-1-yl}-3-(prop-1-en-1-yl)benzoate). The yield is 86.0%. Run in CN(C=O)C (N,N-dimethylformamide). Procedure: Methyl 4-{4-[2-(benzyloxy)ethyl]piperazin-1-yl}-3-bromobenzoate (78 mg, 0.180 mmol) was dissolved in N,N-dimethylformamide: water=3:1 (1.8 mL). At room temperature, (Z)-propenylboronic acid (containing about 10% E-isomer; Hereinafter the same is used for all) (37 mg, 0.433 mmol), tetrakistriphenylphosphine palladium (10 mg, 0.00902 mmol) and sodium carbonate (76 mg, 0.722 mmol) were added sequentially, and the mixture was stirred at 80° C. for 1 hour under microwave irradiation. The reaction sol... Procedure details: Employing 0.16 g (1.9 mmol) of cyclopentylamine and 0.51 g, (2.9 mmol) of 3-chloro-benzoyl chloride in the procedure described above and elution with CHCl3/MeOH/Et3N (9.8:0.1:0.1) gave white crystals in 92% yield). The reactants are C1(CCCC1)N (cyclopentylamine), ClC=1C=C(C(=O)Cl)C=CC1 (3-chloro-benzoyl chloride). As a reaction SMILES: [CH:1]1([NH2:6])[CH2:5][CH2:4][CH2:3][CH2:2]1.[Cl:7][C:8]1[CH:9]=[C:10]([CH:14]=[CH:15][CH:16]=1)[C:11](Cl)=[O:12]>>[Cl:7][C:8]1[CH:9]=[C:10]([CH:14]=[CH:15][CH:16]=1)[C:11]([NH:6][CH:1]1[CH2:5][CH2:4][CH2:3][CH2:2]1)=[O:12]. Isolated yield 92.0%. Product: ClC=1C=C(C(=O)NC2CCCC2)C=CC1 (3-chloro-N-cyclopentylbenzamide).